describe an organic reaction: reactants, conditions, products, and yield From a dataset of the Open Reaction Database (ORD), a public repository of structured organic reaction records. Reactants: FC=1C=C(C=CC1F)C1=NC=C(C=C1)C1CCC(CC1)C1OCCCO1 (2-(3,4-difluorophenyl)-5-[4-(1,3-dioxan-2-yl)cyclohexyl]pyridine), C1(=CC=CC=C1)C (toluene), C([O-])([O-])=O.[Na+].[Na+] (sodium carbonate). The solvent is C(=O)O (formic acid). Conditions: time 10 hour. The product is FC=1C=C(C=CC1F)C1=NC=C(C=C1)[C@@H]1CC[C@H](CC1)C=O (trans-4[2-(3,4-difluorophenyl)-5-pyridyl]-cyclohexanecarboxaldehyde). Isolated yield 8.0%. As a reaction SMILES: [F:1][C:2]1[CH:3]=[C:4]([C:9]2[CH:14]=[CH:13][C:12]([CH:15]3[CH2:20][CH2:19][CH:18]([CH:21]4OCCC[O:22]4)[CH2:17][CH2:16]3)=[CH:11][N:10]=2)[CH:5]=[CH:6][C:7]=1[F:8].C1(C)C=CC=CC=1.C(=O)([O-])[O-].[Na+].[Na+]>C(O)=O>[F:1][C:2]1[CH:3]=[C:4]([C:9]2[CH:14]=[CH:13][C:12]([C@H:15]3[CH2:16][CH2:17][C@H:18]([CH:21]=[O:22])[CH2:19][CH2:20]3)=[CH:11][N:10]=2)[CH:5]=[CH:6][C:7]=1[F:8] |f:2.3.4|. Reported procedure: A mixture of 1.65 g of 2-(3,4-difluorophenyl)-5-[4-(1,3-dioxan-2-yl)cyclohexyl]pyridine, 15 ml of toluene and 10 ml of formic acid is stirred at room temperature for 10 hours and subsequently carefully neutralized to pH 7 with saturated sodium carbonate solution. The aqueous phase is separated and extracted twice with toluene, the organic phases are combined, washed with water, dried over sodium sulphate and evaporated. The residue is dissolved in 15 ml of methanol and added dropwise to 10 ml of... Starting materials: C(C)(=O)OC=1C(=CC(=C(C=O)C1C(C)C)O)C(C)(C)C (5-acetoxy-4-t-butyl-2-hydroxy-6-isopropylbenzaldehyde), C(C)(=O)OC=1C(=CC(=C(C=O)C1C(C)(C)C)O)C(C)C (5-acetoxy-6-t-butyl-2-hydroxy-4-isopropylbenzaldehyde). The product is C(C)(C)(C)C1=CC2=C(CC(O2)(C)C)C(=C1O)C(C)C (6-t-butyl-5-hydroxy-2,2-dimethyl-4-isopropyl-2,3-dihydrobenzofuran), C(C)(C)(C)C1=C(C(=CC2=C1CC(O2)(C)C)C(C)C)O (4-t-butyl-5-hydroxy-2,2-dimethyl-6-isopropyl-2,3-dihydrobenzofuran). RXN SMILES: C([O:4][C:5]1[C:6]([C:17]([CH3:20])([CH3:19])[CH3:18])=[CH:7][C:8]([OH:16])=[C:9]([C:12]=1[CH:13]([CH3:15])[CH3:14])[CH:10]=O)(=O)C.C([O:24][C:25]1[C:26]([CH:38]([CH3:40])[CH3:39])=[CH:27][C:28]([OH:37])=[C:29]([C:32]=1[C:33]([CH3:36])([CH3:35])[CH3:34])[CH:30]=O)(=O)C>>[C:17]([C:6]1[C:5]([OH:4])=[C:12]([CH:13]([CH3:14])[CH3:15])[C:9]2[CH2:10][C:25]([CH3:26])([CH3:32])[O:16][C:8]=2[CH:7]=1)([CH3:18])([CH3:19])[CH3:20].[C:33]([C:32]1[C:29]2[CH2:30][C:5]([CH3:6])([CH3:12])[O:37][C:28]=2[CH:27]=[C:26]([CH:38]([CH3:40])[CH3:39])[C:25]=1[OH:24])([CH3:34])([CH3:35])[CH3:36]. Procedure details: The mixture of 5-acetoxy-4-t-butyl-2-hydroxy-6-isopropylbenzaldehyde and 5-acetoxy-6-t-butyl-2-hydroxy-4-isopropylbenzaldehyde was treated in the same manner as in Examples 19-4), 5) and 6) to give 171 mg of 6-t-butyl-5-hydroxy-2,2-dimethyl-4-isopropyl-2,3-dihydrobenzofuran as a white solid and 75 mg of 4-t-butyl-5-hydroxy-2,2-dimethyl-6-isopropyl-2,3-dihydrobenzofuran as a white solid.